From a dataset of the Open Reaction Database (ORD), a public repository of structured organic reaction records. describe an organic reaction: reactants, conditions, products, and yield Starting materials: CC(C)(C)NS(=O)(=O)c1cnc(Cl)s1, CCCC[Sn](CCCC)(CCCC)c1cn(-c2cc(C(F)(F)F)cc(-c3ccc(C(F)(F)F)cc3)n2)cn1, CCCCCCC, Cc1ccccc1, c1ccc(P(c2ccccc2)(c2ccccc2)[Pd](P(c2ccccc2)(c2ccccc2)c2ccccc2)(P(c2ccccc2)(c2ccccc2)c2ccccc2)P(c2ccccc2)(c2ccccc2)c2ccccc2)cc1. Yields the product CC(C)(C)NS(=O)(=O)c1cnc(-c2cn(-c3cc(C(F)(F)F)cc(-c4ccc(C(F)(F)F)cc4)n3)cn2)s1. RXN SMILES: [C:39]([CH3:40])([CH3:41])([CH3:42])[NH:43][S:44](=[O:45])(=[O:46])[c:47]1[cH:48][n:49][c:50]([Cl:52])[s:51]1.[CH2:1]([Sn:2]([CH2:3][CH2:4][CH2:5][CH3:31])([c:6]1[n:7][cH:8][n:9](-[c:11]2[n:12][c:13](-[c:21]3[cH:22][cH:23][c:24]([C:27]([F:28])([F:29])[F:30])[cH:25][cH:26]3)[cH:14][c:15]([C:17]([F:18])([F:19])[F:20])[cH:16]2)[cH:10]1)[CH2:32][CH2:33][CH2:34][CH3:35])[CH2:36][CH2:37][CH3:38].[CH3:53][CH2:54][CH2:55][CH2:56][CH2:57][CH2:58][CH3:59].[CH3:60][c:61]1[cH:62][cH:63][cH:64][cH:65][cH:66]1.[cH:67]1[cH:68][cH:69][c:70]([P:71]([Pd:72]([P:73]([c:74]2[cH:75][cH:76][cH:77][cH:78][cH:79]2)([c:80]2[cH:81][cH:82][cH:83][cH:84][cH:85]2)[c:86]2[cH:87][cH:88][cH:89][cH:90][cH:91]2)([P:92]([c:93]2[cH:94][cH:95][cH:96][cH:97][cH:98]2)([c:99]2[cH:100][cH:101][cH:102][cH:103][cH:104]2)[c:105]2[cH:106][cH:107][cH:108][cH:109][cH:110]2)[P:111]([c:112]2[cH:113][cH:114][cH:115][cH:116][cH:117]2)([c:118]2[cH:119][cH:120][cH:121][cH:122][cH:123]2)[c:124]2[cH:125][cH:126][cH:127][cH:128][cH:129]2)([c:130]2[cH:131][cH:132][cH:133][cH:134][cH:135]2)[c:136]2[cH:137][cH:138][cH:139][cH:140][cH:141]2)[cH:142][cH:143]1>>[c:6]1(-[c:50]2[n:49][cH:48][c:47]([S:44]([NH:43][C:39]([CH3:40])([CH3:41])[CH3:42])(=[O:45])=[O:46])[s:51]2)[n:7][cH:8][n:9](-[c:11]2[n:12][c:13](-[c:21]3[cH:22][cH:23][c:24]([C:27]([F:28])([F:29])[F:30])[cH:25][cH:26]3)[cH:14][c:15]([C:17]([F:18])([F:19])[F:20])[cH:16]2)[cH:10]1. The reactants are O=C(O)Cc1ccc(F)c(Br)c1, CCOCC, CO, ClCCl, C[Si](C)(C)C=[N+]=[N-]. Yields the product COC(=O)Cc1ccc(F)c(Br)c1. RXN SMILES: [Br:8][c:9]1[cH:10][c:11]([CH2:16][C:17](=[O:18])[OH:19])[cH:12][cH:13][c:14]1[F:15].[CH3:20][CH2:21][O:22][CH2:23][CH3:24].[CH3:28][OH:29].[Cl:25][CH2:26][Cl:27].[N+:1](=[CH:3][Si:2]([CH3:4])([CH3:5])[CH3:6])=[N-:7]>>[CH3:3][O:19][C:17]([CH2:16][c:11]1[cH:10][c:9]([Br:8])[c:14]([F:15])[cH:13][cH:12]1)=[O:18]. Reactants: BrCC=1C=CC2=C(C=3C(NC(=NC3C=C2)C)=O)C1 (9-bromomethyl-3-methylbenzo(f)quinazolin-1(2H)-one), NC1=CC(=C(C(=O)OCC)C=C1)F (ethyl 4-amino-2-fluorobenzoate), C(=O)(O)[O-].[Na+] (NaHCO3). Run in CN(C)C=O (DMF). Conditions: temperature 100 celsius, time 1.5 hour. Product: CC1=NC=2C=CC3=C(C2C(N1)=O)C=C(C=C3)CNC3=CC(=C(C(=O)OCC)C=C3)F (Ethyl 4-(((1,2-dihydro-3-methyl-1-oxobenzo(f)quinazolin-9-yl)methyl)amino)-2-fluorobenzoate). As a reaction SMILES: Br[CH2:2][C:3]1[CH:4]=[CH:5][C:6]2[CH:15]=[CH:14][C:13]3[N:12]=[C:11]([CH3:16])[NH:10][C:9](=[O:17])[C:8]=3[C:7]=2[CH:18]=1.[NH2:19][C:20]1[CH:30]=[CH:29][C:23]([C:24]([O:26][CH2:27][CH3:28])=[O:25])=[C:22]([F:31])[CH:21]=1.C([O-])(O)=O.[Na+]>CN(C=O)C>[CH3:16][C:11]1[NH:10][C:9](=[O:17])[C:8]2[C:7]3[CH:18]=[C:3]([CH2:2][NH:19][C:20]4[CH:30]=[CH:29][C:23]([C:24]([O:26][CH2:27][CH3:28])=[O:25])=[C:22]([F:31])[CH:21]=4)[CH:4]=[CH:5][C:6]=3[CH:15]=[CH:14][C:13]=2[N:12]=1 |f:2.3|. Reported procedure: To a 500 mL 3-neck flask equipped with a magnetic stirrer, a nitrogen inlet, and a reflux condenser were added 5.00 g of 9-bromomethyl-3-methylbenzo(f)quinazolin-1(2H)-one, 3.02 g of ethyl 4-amino-2-fluorobenzoate, 4.17 g of NaHCO3, and 42 mL of anhydrous DMF. The reaction mixture was heated to 100° C. with stirring under nitrogen for 1.5 h. The reactants are C(O[C@@H]([C@H](C)N(CC1=C(C=CC(=C1)C(F)(F)F)C1=C(C=C(C(=C1)C(C)C)F)OC)C(=O)OC(C)(C)C)C1=CC(=CC(=C1)C(F)(F)F)C(F)(F)F)(OC1COC(OC1)C1=CC=CC=C1)=O ((1R,2S)-1-[3,5-bis(trifluoromethyl)phenyl]-2-((tert-butoxycarbonyl){[4′-fluoro-5′-isopropyl-2′-methoxy-4-(trifluoromethyl)biphenyl-2-yl]methyl}amino)propyl 2-phenyl-1,3-dioxan-5-yl carbonate). Reagents/catalysts: [Pd] (palladium on carbon). The solvent is CCOC(=O)C (EtOAc). Reaction conditions: temperature 25 celsius, time 15 hour. Yields the product C(O[C@@H]([C@H](C)N(CC1=C(C=CC(=C1)C(F)(F)F)C1=C(C=C(C(=C1)C(C)C)F)OC)C(=O)OC(C)(C)C)C1=CC(=CC(=C1)C(F)(F)F)C(F)(F)F)(OC(CO)CO)=O ((1R,2S)-1-[3,5-bis(trifluoromethyl)phenyl]-2-((tert-butoxycarbonyl){[4′-fluoro-5′-isopropyl-2′-methoxy-4-(trifluoromethyl)biphenyl-2-yl]methyl}amino)propyl 2-hydroxy-1-(hydroxymethyl)ethyl carbonate). As a reaction SMILES: [C:1](=[O:64])([O:51][CH:52]1[CH2:57][O:56]C(C2C=CC=CC=2)[O:54][CH2:53]1)[O:2][C@H:3]([C:37]1[CH:42]=[C:41]([C:43]([F:46])([F:45])[F:44])[CH:40]=[C:39]([C:47]([F:50])([F:49])[F:48])[CH:38]=1)[C@@H:4]([N:6]([C:30]([O:32][C:33]([CH3:36])([CH3:35])[CH3:34])=[O:31])[CH2:7][C:8]1[CH:13]=[C:12]([C:14]([F:17])([F:16])[F:15])[CH:11]=[CH:10][C:9]=1[C:18]1[CH:23]=[C:22]([CH:24]([CH3:26])[CH3:25])[C:21]([F:27])=[CH:20][C:19]=1[O:28][CH3:29])[CH3:5]>[Pd].CCOC(C)=O>[C:1](=[O:64])([O:51][CH:52]([CH2:57][OH:56])[CH2:53][OH:54])[O:2][C@H:3]([C:37]1[CH:38]=[C:39]([C:47]([F:49])([F:48])[F:50])[CH:40]=[C:41]([C:43]([F:45])([F:46])[F:44])[CH:42]=1)[C@@H:4]([N:6]([C:30]([O:32][C:33]([CH3:34])([CH3:35])[CH3:36])=[O:31])[CH2:7][C:8]1[CH:13]=[C:12]([C:14]([F:16])([F:17])[F:15])[CH:11]=[CH:10][C:9]=1[C:18]1[CH:23]=[C:22]([CH:24]([CH3:25])[CH3:26])[C:21]([F:27])=[CH:20][C:19]=1[O:28][CH3:29])[CH3:5]. Procedure details: A suspension of 10% palladium on carbon (9.13 mg, 8.57 μmol) in a solution of (1R,2S)-1-[3,5-bis(trifluoromethyl)phenyl]-2-((tert-butoxycarbonyl){[4′-fluoro-5′-isopropyl-2′-methoxy-4-(trifluoromethyl)biphenyl-2-yl]methyl}amino)propyl 2-phenyl-1,3-dioxan-5-yl carbonate (78.7 mg, 0.086 mmol) in EtOAc (6.60 mL) was stirred under H2 (double balloon pressure) at 25° C. for 15 h. The reaction mixture was filtered through a plug of Celite and the filtrate was concentrated in vacuo to afford (1R,2S)-1-[...